Dataset: the Open Reaction Database (ORD), a public repository of structured organic reaction records. Task: describe an organic reaction: reactants, conditions, products, and yield The reactants are C(C1=CC=CC=C1)OC1=C(COC2=CC=C(C(=O)OC)C=C2)C=CC=C1 (Methyl 4-(2-(benzyloxy)benzyloxy)benzoate), [OH-].[Na+] (NaOH). The solvent is C1CCOC1 (THF), CO (methanol). The product is C(C1=CC=CC=C1)OC1=C(COC2=CC=C(C(=O)O)C=C2)C=CC=C1 (4-(2-(Benzyloxy)benzyloxy)benzoic acid). Yield: 140.9%. Reaction SMILES: [CH2:1]([O:8][C:9]1[CH:26]=[CH:25][CH:24]=[CH:23][C:10]=1[CH2:11][O:12][C:13]1[CH:22]=[CH:21][C:16]([C:17]([O:19]C)=[O:18])=[CH:15][CH:14]=1)[C:2]1[CH:7]=[CH:6][CH:5]=[CH:4][CH:3]=1.[OH-].[Na+]>C1COCC1.CO>[CH2:1]([O:8][C:9]1[CH:26]=[CH:25][CH:24]=[CH:23][C:10]=1[CH2:11][O:12][C:13]1[CH:14]=[CH:15][C:16]([C:17]([OH:19])=[O:18])=[CH:21][CH:22]=1)[C:2]1[CH:3]=[CH:4][CH:5]=[CH:6][CH:7]=1 |f:1.2|. Reported procedure: Methyl 4-(2-(benzyloxy)benzyloxy)benzoate (1.01 g, 1.91 mmol) was dissolved in THF (20 ml) and methanol (7 ml). The solution was treated with NaOH (1N, 6 ml). The reaction was heated at reflux for 3 hours and then concentrated at reduced pressure. The pH was adjusted to pH1 with concentrated HCl and the solid filtered, washed with water and dried to give the title compound as a white solid (0.9 g, 98%). Reactants: C1(=CC=CC=C1)C=1NC2=CC=CC=C2C1C1=CCC(CC1)C(=O)O (4-(2-phenyl-1H-indol-3-yl)-3-cyclohexene-1-carboxylic acid), CO (methanol), CS(=O)(=O)O (methanesulfonic acid). Solvent: C(Cl)Cl (methylene dichloride). Product: C1(=CC=CC=C1)C=1NC2=CC=CC=C2C1C1=CCC(CC1)C(=O)OC (methyl 4-(2-phenyl-1H-indol-3-yl)-3-cyclohexene-1-carboxylate). The yield is 71.0%. RXN SMILES: [C:1]1([C:7]2[NH:8][C:9]3[C:14]([C:15]=2[C:16]2[CH2:21][CH2:20][CH:19]([C:22]([OH:24])=[O:23])[CH2:18][CH:17]=2)=[CH:13][CH:12]=[CH:11][CH:10]=3)[CH:6]=[CH:5][CH:4]=[CH:3][CH:2]=1.CO.[CH3:27]S(O)(=O)=O>C(Cl)Cl>[C:1]1([C:7]2[NH:8][C:9]3[C:14]([C:15]=2[C:16]2[CH2:21][CH2:20][CH:19]([C:22]([O:24][CH3:27])=[O:23])[CH2:18][CH:17]=2)=[CH:13][CH:12]=[CH:11][CH:10]=3)[CH:2]=[CH:3][CH:4]=[CH:5][CH:6]=1. Reported procedure: A solution of 70.0 g (0.22 mol) of 4-(2-phenyl-1H-indol-3-yl)-3-cyclohexene-1-carboxylic acid (Example 1), 35.2 g (1.1 mol) of methanol, 350 mL of methylene dichloride, and 0.5 mL of methanesulfonic acid was heated under reflux for 21 h. The reaction mixture was cooled, washed with water, dried over sodium sulfate, concentrated in vacuo, and crystallized from ethyl acetate:hexane to give 51.8 g (71%) of methyl 4-(2-phenyl-1H-indol-3-yl)-3-cyclohexene-1-carboxylate in two crops: m.p. 175°-177° C. Reactants: CC(CCOC(CCC(=O)Cl)=O)CCC=C(C)C (3-chlorocarbonyl-propionic acid 3,7-dimethyl-oct-6-enyl ester), CC(C)([O-])C.[K+] (potassium-tert-butoxide), C(C)(C)C=1C=C(C=CC1)C(C=COC(C)=O)C (acetic acid 3-(3-isopropyl-phenyl)-but-1-enyl ester). The solvent is C1CCOC1 (THF), C1CCOC1 (THF), CCOCC (ether). Conditions: time 2 hour. Product: C(C)(C)C=1C=C(C=CC1)C(C=COC(CCC(=O)OCCC(CCC=C(C)C)C)=O)C (Succinic acid 3,7-dimethyl-oct-6-enyl ester 3-(3-isopropyl-phenyl)-but-1-enyl ester). Isolated yield 50.6%. Reaction SMILES: [CH:1]([C:4]1[CH:5]=[C:6]([CH:10]([CH3:17])[CH:11]=[CH:12][O:13][C:14](=[O:16])[CH3:15])[CH:7]=[CH:8][CH:9]=1)([CH3:3])[CH3:2].CC(C)([O-])C.[K+].[CH3:24][CH:25]([CH2:36][CH2:37][CH:38]=[C:39]([CH3:41])[CH3:40])[CH2:26][CH2:27][O:28][C:29](=[O:35])[CH2:30]CC(Cl)=O>C1COCC1.CCOCC>[CH:1]([C:4]1[CH:5]=[C:6]([CH:10]([CH3:17])[CH:11]=[CH:12][O:13][C:14](=[O:16])[CH2:15][CH2:30][C:29]([O:28][CH2:27][CH2:26][CH:25]([CH3:24])[CH2:36][CH2:37][CH:38]=[C:39]([CH3:41])[CH3:40])=[O:35])[CH:7]=[CH:8][CH:9]=1)([CH3:3])[CH3:2] |f:1.2|. Procedure: A solution of 7.60 g acetic acid 3-(3-isopropyl-phenyl)-but-1-enyl ester in 50 ml of THF was cooled to −70° C. A solution of 5.00 g potassium-tert-butoxide in 50 ml of THF was added at 70° C. and the resulting reaction mixture was stirred for 2 hours at the same temperature. 11.20 g 3-chlorocarbonyl-propionic acid 3,7-dimethyl-oct-6-enyl ester was then dropped in and the reaction mixture was stirred for another 2 hours at −70° C. Then the reaction mixture was diluted with ether, washed with satu... The reactants are C1(CCCCC1)C=CC(=O)Cl (3-cyclohexylacryloyl chloride), O (water), C([O-])([O-])=O.[K+].[K+] (potassium carbonate), C(CCC)OC=1C=C(C=CC1)CCN (2-(3-butyloxyphenyl)ethylamine). The solvent is C(C)#N (acetonitrile), C(C)#N (acetonitrile). Run at time 2 hour. Yields the product C1(CCCCC1)C=CC(=O)NCCC1=CC(=CC=C1)OCCCC (N-[3-Cyclohexylpropenoyl]-m-butoxyphenethylamine). Yield: 53.8%. As a reaction SMILES: C(=O)([O-])[O-].[K+].[K+].[CH2:7]([O:11][C:12]1[CH:13]=[C:14]([CH2:18][CH2:19][NH2:20])[CH:15]=[CH:16][CH:17]=1)[CH2:8][CH2:9][CH3:10].[CH:21]1([CH:27]=[CH:28][C:29](Cl)=[O:30])[CH2:26][CH2:25][CH2:24][CH2:23][CH2:22]1.O>C(#N)C>[CH:21]1([CH:27]=[CH:28][C:29]([NH:20][CH2:19][CH2:18][C:14]2[CH:15]=[CH:16][CH:17]=[C:12]([O:11][CH2:7][CH2:8][CH2:9][CH3:10])[CH:13]=2)=[O:30])[CH2:26][CH2:25][CH2:24][CH2:23][CH2:22]1 |f:0.1.2|. Procedure: Powdered potassium carbonate (4.5 g) was added to a solution of 2-(3-butyloxyphenyl)ethylamine (4.12 g) in acetonitrile (55 cm3). A solution of 3-cyclohexylacryloyl chloride (3.66 g) in acetonitrile (20 cm3) was added dropwise over fifteen minutes and the reaction mixture was then stirred at room temperature for 2 hours. Following treatment with distilled water (75 cm3) and SVM (3 cm3), a white precipitate was formed. This was filtered off and sucked dry to give the product (3.76 g) m.p. 67°-71°...